This data is from the Open Reaction Database (ORD), a public repository of structured organic reaction records. The task is: describe an organic reaction: reactants, conditions, products, and yield As a reaction SMILES: [CH:1]([C:4]1[CH:5]=[C:6]([C:23]2[CH:28]=[CH:27][CH:26]=[CH:25][CH:24]=2)[CH:7]=[C:8]([CH:20]([CH3:22])[CH3:21])[C:9]=1[NH:10][C:11](=O)[C:12]1[CH:17]=[CH:16][CH:15]=[C:14]([I:18])[CH:13]=1)([CH3:3])[CH3:2].CO[CH:31](OC)[CH2:32][NH2:33].C(C1C=C(C2C=CC=CC=2)C=C(C(C)C)C=1N1C=CN=C1C1C=CC=C(OC)C=1)(C)C>>[CH:1]([C:4]1[CH:5]=[C:6]([C:23]2[CH:28]=[CH:27][CH:26]=[CH:25][CH:24]=2)[CH:7]=[C:8]([CH:20]([CH3:22])[CH3:21])[C:9]=1[N:10]1[CH:31]=[CH:32][N:33]=[C:11]1[C:12]1[CH:17]=[CH:16][CH:15]=[C:14]([I:18])[CH:13]=1)([CH3:3])[CH3:2]. Reported procedure: The title compound was prepared from N-(3,5-diisopropyl-[1,1′-biphenyl]-4-yl)-3-iodobenzamide and 2,2-dimethoxyethanamine in substantially the same manner, as described in Synthesis of 1-(3,5-diisopropyl-[1,1′-biphenyl]-4-yl)-2-(3-methoxyphenyl)-1H-imidazole. Starting materials: C(C)(C)C=1C=C(C=C(C1NC(C1=CC(=CC=C1)I)=O)C(C)C)C1=CC=CC=C1 (N-(3,5-diisopropyl-[1,1′-biphenyl]-4-yl)-3-iodobenzamide), COC(CN)OC (2,2-dimethoxyethanamine), C(C)(C)C=1C=C(C=C(C1N1C(=NC=C1)C1=CC(=CC=C1)OC)C(C)C)C1=CC=CC=C1 (1-(3,5-diisopropyl-[1,1′-biphenyl]-4-yl)-2-(3-methoxyphenyl)-1H-imidazole). Product: C(C)(C)C=1C=C(C=C(C1N1C(=NC=C1)C1=CC(=CC=C1)I)C(C)C)C1=CC=CC=C1 (1-(3,5-diisopropyl-[1,1′-biphenyl]-4-yl)-2-(3-iodophenyl)-1H-imidazole). Reactants: C[O-], CO, Cl, Cl, NO, [Na+], O, CCOC(=O)Cc1oc2cccc-2cc1-c1ccccc1. Yields the product O=C(Cc1oc2cccc-2cc1-c1ccccc1)NO. As a reaction SMILES: [CH3:25][O-:26].[CH3:30][OH:31].[ClH:22].[ClH:28].[NH2:23][OH:24].[Na+:27].[OH2:29].[c:1]1(-[c:7]2[c:8]([CH2:16][C:17]([O:19][CH2:18][CH3:20])=[O:21])[o:9][c:10]3[cH:14][cH:13][cH:12][c:11]-3[cH:15]2)[cH:2][cH:3][cH:4][cH:5][cH:6]1>>[c:1]1(-[c:7]2[c:8]([CH2:16][C:17](=[O:19])[NH:23][OH:24])[o:9][c:10]3[cH:14][cH:13][cH:12][c:11]-3[cH:15]2)[cH:2][cH:3][cH:4][cH:5][cH:6]1. Reactants: FC(C(=O)O)(F)F (Trifluoroacetic acid), C(C)(C)(C)OC(=O)N1CCC(CC1)OC1=C(C=CC(=C1)C)Cl (N-tert-butoxycarbonyl-4-(2-chloro-5-methylphenoxy)piperidine). The solvent is ClCCl (dichloromethane). Run at time 30 minute. Yields the product ClC1=C(OC2CCNCC2)C=C(C=C1)C (4-(2-Chloro-5-Methylphenoxy)piperidine). Reaction SMILES: FC(F)(F)C(O)=O.C(OC([N:15]1[CH2:20][CH2:19][CH:18]([O:21][C:22]2[CH:27]=[C:26]([CH3:28])[CH:25]=[CH:24][C:23]=2[Cl:29])[CH2:17][CH2:16]1)=O)(C)(C)C>ClCCl>[Cl:29][C:23]1[CH:24]=[CH:25][C:26]([CH3:28])=[CH:27][C:22]=1[O:21][CH:18]1[CH2:19][CH2:20][NH:15][CH2:16][CH2:17]1. Reported procedure: Trifluoroacetic acid (6 mL) was added to a solution of N-tert-butoxycarbonyl-4-(2-chloro-5-methylphenoxy)piperidine (A, 489 mg) in dichloromethane (20 mL) at room temperature. After stirring at room temperature for 30 min, the reaction mixture was evaporated in vacuo. The residue was partitioned between chloroform and saturated sodium hydrogen carbonate. The organic layer was dried over anhydrous sodium sulfate and then concentrated in vacuo to give the titled compound as yellow crystals, which ... Starting materials: C1CCOC1, CC1(C)CC(=O)CC(C)(C)C1, [K+], [K+], O=C([O-])[O-], COC(=O)Cc1ccc(C(=O)c2ccc(O)cc2)cc1, [Zn]. The product is COC(=O)Cc1ccc(C(=C2CC(C)(C)CC(C)(C)C2)c2ccc(O)cc2)cc1. RXN SMILES: [CH2:38]1[O:39][CH2:40][CH2:41][CH2:42]1.[CH3:21][C:22]1([CH3:31])[CH2:23][C:24](=[O:30])[CH2:25][C:26]([CH3:28])([CH3:29])[CH2:27]1.[K+:32].[K+:33].[O-:34][C:35]([O-:36])=[O:37].[OH:1][c:2]1[cH:3][cH:4][c:5]([C:8](=[O:9])[c:10]2[cH:11][cH:12][c:13]([CH2:16][C:17](=[O:18])[O:19][CH3:20])[cH:14][cH:15]2)[cH:6][cH:7]1.[Zn:43]>>[OH:1][c:2]1[cH:3][cH:4][c:5]([C:8]([c:10]2[cH:11][cH:12][c:13]([CH2:16][C:17](=[O:18])[O:19][CH3:20])[cH:14][cH:15]2)=[C:24]2[CH2:23][C:22]([CH3:21])([CH3:31])[CH2:27][C:26]([CH3:28])([CH3:29])[CH2:25]2)[cH:6][cH:7]1. Reactants: FC1=CC=C(C(NCC(=O)O)=O)C=C1 (4-fluoro-hippuric acid), Cl.ClC1=C(C=C(C=C1)C(F)(F)F)C(C1=CC=CC=C1)N (rac-C-(2-chloro-5-trifluoromethyl-phenyl)-C-phenyl-methylamine hydrochloride). The product is ClC1=C(C=C(C=C1)C(F)(F)F)C(C1=CC=CC=C1)NC(=O)CNC(C1=CC=C(C=C1)F)=O (rac-N-({[(2-Chloro-5-trifluoromethyl-phenyl)-phenyl-methyl]-carbamoyl}-methyl)-4-fluoro-benzamide). Reaction SMILES: [F:1][C:2]1[CH:14]=[CH:13][C:5]([C:6](=[O:12])[NH:7][CH2:8][C:9]([OH:11])=O)=[CH:4][CH:3]=1.Cl.[Cl:16][C:17]1[CH:22]=[CH:21][C:20]([C:23]([F:26])([F:25])[F:24])=[CH:19][C:18]=1[CH:27]([NH2:34])[C:28]1[CH:33]=[CH:32][CH:31]=[CH:30][CH:29]=1>>[Cl:16][C:17]1[CH:22]=[CH:21][C:20]([C:23]([F:25])([F:26])[F:24])=[CH:19][C:18]=1[CH:27]([NH:34][C:9]([CH2:8][NH:7][C:6](=[O:12])[C:5]1[CH:4]=[CH:3][C:2]([F:1])=[CH:14][CH:13]=1)=[O:11])[C:28]1[CH:29]=[CH:30][CH:31]=[CH:32][CH:33]=1 |f:1.2|. Procedure: Prepared in analogy to example 1.1 from 4-fluoro-hippuric acid (CA [366-79-0]) and rac-C-(2-chloro-5-trifluoromethyl-phenyl)-C-phenyl-methylamine hydrochloride (CA [13954-13-7]). The reactants are C#CCO, ClCCl, O=C1CCC(=O)N1I, C1=COCC1, O. Product: C#CCOC1OCCC1I. Reaction SMILES: [CH2:14]([C:15]#[CH:16])[OH:17].[Cl:19][CH2:20][Cl:21].[I:1][N:2]1[C:3](=[O:4])[CH2:5][CH2:6][C:7]1=[O:8].[O:9]1[CH2:10][CH2:11][CH:12]=[CH:13]1.[OH2:18]>>[I:1][CH:12]1[CH2:11][CH2:10][O:9][CH:13]1[O:17][CH2:14][C:15]#[CH:16]. Starting materials: O=C([O-])[O-], Cc1nn(C)cc1Nc1cc(I)c(C(F)(F)F)cn1, CC1(C)c2cccc(P(c3ccccc3)c3ccccc3)c2Oc2c(P(c3ccccc3)c3ccccc3)cccc21, ClCCl, [Cs+], [Cs+], CNC(=O)c1c(N)cccc1OC, CC(=O)[O-], CC(=O)[O-], C1COCCO1, [Pd+2]. Product: CNC(=O)c1c(Nc2cc(Nc3cn(C)nc3C)ncc2C(F)(F)F)cccc1OC. Reaction SMILES: [C:75](=[O:76])([O-:77])[O-:78].[CH3:14][n:15]1[n:16][c:17]([CH3:32])[c:18]([NH:20][c:21]2[n:22][cH:23][c:24]([C:28]([F:29])([F:30])[F:31])[c:25]([I:27])[cH:26]2)[cH:19]1.[CH3:33][C:34]1([CH3:35])[c:36]2[cH:37][cH:38][cH:39][c:40]([P:41]([c:42]3[cH:43][cH:44][cH:45][cH:46][cH:47]3)[c:48]3[cH:49][cH:50][cH:51][cH:52][cH:53]3)[c:54]2[O:55][c:56]2[c:57]1[cH:58][cH:59][cH:60][c:61]2[P:62]([c:63]1[cH:64][cH:65][cH:66][cH:67][cH:68]1)[c:69]1[cH:70][cH:71][cH:72][cH:73][cH:74]1.[Cl:87][CH2:88][Cl:89].[Cs+:79].[Cs+:80].[NH2:1][c:2]1[c:3]([C:4](=[O:5])[NH:6][CH3:7])[c:8]([O:12][CH3:13])[cH:9][cH:10][cH:11]1.[O-:91][C:92]([CH3:93])=[O:94].[O-:95][C:96]([CH3:97])=[O:98].[O:81]1[CH2:82][CH2:83][O:84][CH2:85][CH2:86]1.[Pd+2:90]>>[NH:1]([c:2]1[c:3]([C:4](=[O:5])[NH:6][CH3:7])[c:8]([O:12][CH3:13])[cH:9][cH:10][cH:11]1)[c:25]1[c:24]([C:28]([F:29])([F:30])[F:31])[cH:23][n:22][c:21]([NH:20][c:18]2[c:17]([CH3:32])[n:16][n:15]([CH3:14])[cH:19]2)[cH:26]1.